describe an organic reaction: reactants, conditions, products, and yield From a dataset of the Open Reaction Database (ORD), a public repository of structured organic reaction records. Reactants: FC(C(=O)O)(F)F.C1(CCCCC1)CCN1C(=CC2=C1N=C(N=C2)C#N)CN2CN(C1(C2=O)CCNCC1)C1=CC=CC=C1 (7-(2-cyclohexyl-ethyl)-6-(4-oxo-1-phenyl-1,3,8-triaza-spiro[4.5]dec-3-ylmethyl)-7H-pyrrolo[2,3-d]pyrimidine-2-carbonitrile trifluoroacetic acid salt), C(C)(=O)OC(C)=O (acetic anhydride). Run in ClCCl (dichloromethane), C(C)N(CC)CC (triethylamine). Product: C(C)(=O)N1CCC2(C(N(CN2C2=CC=CC=C2)CC2=CC3=C(N=C(N=C3)C#N)N2CCC2CCCCC2)=O)CC1 (6-(8-acetyl-4-oxo-1-phenyl-1,3,8-triaza-spiro[4.5]dec-3-ylmethyl)-7-(2-cyclohexyl-ethyl)-7H-pyrrolo[2,3-d]pyrimidine-2-carbonitrile). The yield is 0.1%. Reaction SMILES: F[C:2](F)(F)[C:3](O)=[O:4].[CH:8]1([CH2:14][CH2:15][N:16]2[C:20]3[N:21]=[C:22]([C:25]#[N:26])[N:23]=[CH:24][C:19]=3[CH:18]=[C:17]2[CH2:27][N:28]2[C:32](=[O:33])[C:31]3([CH2:38][CH2:37][NH:36][CH2:35][CH2:34]3)[N:30]([C:39]3[CH:44]=[CH:43][CH:42]=[CH:41][CH:40]=3)[CH2:29]2)[CH2:13][CH2:12][CH2:11][CH2:10][CH2:9]1.C(OC(=O)C)(=O)C>ClCCl.C(N(CC)CC)C>[C:3]([N:36]1[CH2:37][CH2:38][C:31]2([N:30]([C:39]3[CH:44]=[CH:43][CH:42]=[CH:41][CH:40]=3)[CH2:29][N:28]([CH2:27][C:17]3[N:16]([CH2:15][CH2:14][CH:8]4[CH2:13][CH2:12][CH2:11][CH2:10][CH2:9]4)[C:20]4[N:21]=[C:22]([C:25]#[N:26])[N:23]=[CH:24][C:19]=4[CH:18]=3)[C:32]2=[O:33])[CH2:34][CH2:35]1)(=[O:4])[CH3:2] |f:0.1|. Reported procedure: To a solution of 7-(2-cyclohexyl-ethyl)-6-(4-oxo-1-phenyl-1,3,8-triaza-spiro[4.5]dec-3-ylmethyl)-7H-pyrrolo[2,3-d]pyrimidine-2-carbonitrile trifluoroacetic acid salt (142 mg, 0.28 mol) in dichloromethane (2 ml), triethylamine (395 μl) and acetic anhydride (54 μl, 0.57 mmol) are added at 0° C. The reaction mixture is stirred for over night at room temperature, quenched with ice-water and extracted with ethyl acetate. The combined extracts are washed with H2O, brine and dried over sodium sulphate.... Starting materials: S1C(=CC=C1)C1=CC=CC2=CC=CC=C12 (1-thienyl-naphthalene), BrC1=CC2=CC=CC=C2C=C1 (2-bromonaphthalene). Product: S1C(=CC=C1)C1=CC2=CC=CC=C2C=C1 (2-(2-thienyl)-naphthalene), solid. As a reaction SMILES: [S:1]1[CH:5]=[CH:4][CH:3]=[C:2]1[C:6]1[C:15]2[C:10](=[CH:11][CH:12]=[CH:13][CH:14]=2)[CH:9]=[CH:8][CH:7]=1.BrC1C=CC2C(=CC=CC=2)C=1>>[S:1]1[CH:5]=[CH:4][CH:3]=[C:2]1[C:6]1[CH:7]=[CH:8][C:9]2[C:10](=[CH:11][CH:12]=[CH:13][CH:14]=2)[CH:15]=1. Procedure details: The 2-(2-thienyl)-naphthalene was prepared in the same manner as for the 1-thienyl-naphthalene derivative, with the Grignard being added to 2-bromonaphthalene (2.07 g, 0.01 m). After workup, a brown solid (2.39 g) was isolated. Column chromatography yielded 2-bromonaphthalene (630 mg) and a white crystalline solid (1.13 g, 73% yield based on recovered starting material); m.p. 103°-104° C.; m/z 210 (M+); (Found: C, 79.75; H, 4,80; S, 15.09. C14H10S requires C, 80.0; H, 4.76; S, 15.24); H NMR (CDC... The reactants are OCCC=1C(N(C=CC1)C1=C(C=C(C=C1)[N+](=O)[O-])\C=C\C)=O (3-(2-Hydroxyethyl)-1-{4-nitro-2-[(1E)-prop-1-en-1-yl]phenyl}pyridin-2(1H)-one), [H][H] (hydrogen). Reagents/catalysts: [Pd] (palladium on carbon). Run in C1CCOC1 (THF). Yields the product NC1=CC(=C(C=C1)N1C(C(=CC=C1)CCO)=O)CCC (1-(4-Amino-2-propyl phenyl)-3-(2-hydroxyethyl)pyridin-2(1H)-one). Reaction SMILES: [OH:1][CH2:2][CH2:3][C:4]1[C:5](=[O:22])[N:6]([C:10]2[CH:15]=[CH:14][C:13]([N+:16]([O-])=O)=[CH:12][C:11]=2/[CH:19]=[CH:20]/[CH3:21])[CH:7]=[CH:8][CH:9]=1.[H][H]>C1COCC1.[Pd]>[NH2:16][C:13]1[CH:14]=[CH:15][C:10]([N:6]2[CH:7]=[CH:8][CH:9]=[C:4]([CH2:3][CH2:2][OH:1])[C:5]2=[O:22])=[C:11]([CH2:19][CH2:20][CH3:21])[CH:12]=1. Reported procedure: 520 mg (1.73 mmol) of the compound from Example 46A are dissolved in 10 ml of THF. 30 mg of palladium on carbon are added, and the mixture is hydrogenated at RT in a hydrogen atmosphere under atmospheric pressure. The mixture is then filtered through kieselguhr, the filter cake is washed three times with THF and the filtrate is freed from the solvent. The reaction product is reacted further without further purification. This gives 471 mg (89% of theory) of the desired product. Starting materials: N(=[N+]=[N-])[C@@H]1[C@H](N(C1=O)[Si](C)(C)C(C)(C)C)C(=O)OC ((2S,3R)-methyl 3-azido-1-(tert-butyldimethylsilyl)-4-oxoazetidine-2-carboxylate), CO (methanol). The reagents and catalysts are C(=O)(C(F)(F)F)O (TFA), [Pd] (Pd/C). Run in O1CCOCC1 (dioxane). Reaction conditions: time 1 hour. Product: N[C@@H]1[C@H](N(C1=O)[Si](C)(C)C(C)(C)C)C(=O)OC ((2S,3R)-methyl 3-amino-1-(tert-butyldimethylsilyl)-4-oxoazetidine-2-carboxylate). RXN SMILES: [N:1]([C@H:4]1[C:7](=[O:8])[N:6]([Si:9]([C:12]([CH3:15])([CH3:14])[CH3:13])([CH3:11])[CH3:10])[C@@H:5]1[C:16]([O:18][CH3:19])=[O:17])=[N+]=[N-].CO>C(O)(C(F)(F)F)=O.[Pd].O1CCOCC1>[NH2:1][C@H:4]1[C:7](=[O:8])[N:6]([Si:9]([C:12]([CH3:14])([CH3:15])[CH3:13])([CH3:10])[CH3:11])[C@@H:5]1[C:16]([O:18][CH3:19])=[O:17]. Procedure: To a solution of 132 (5.85 mmol) in 3:1 methanol:dioxane (25 mL) was added a few drops of TFA and 10% Pd/C (10 wt %). The reaction was stirred under atmospheric hydrogen for one hour and then filtered through Celite. The solvent was removed and the residue triturated with diethyl ether to afford 133, which was used in the next step without further purification. The reactants are solution, CN (methylamine), C(C)(C)N(C(C)C)CC (N,N-diisopropyl-ethylamine), solution, C(=O)(Cl)Cl (phosgene), ClC=1C=C(C=C(C1)Cl)S(=O)(=O)N(C=1C=C2CCNC2=CC1)CP(OCC)(OCC)=O (diethyl {[(3,5-dichloro-phenylsulphonyl)-(2,3-dihydro-1H-indol-5-yl)-amino]-methyl}-phosphonate). The solvent is O1CCCC1 (tetrahydrofuran), O1CCCC1 (tetrahydrofuran), C1(=CC=CC=C1)C (toluene), ClCCl (dichloromethane), ClCCl (dichloromethane), Cl (hydrochloric acid). Conditions: temperature 0 celsius, time 1 hour. Product: ClC=1C=C(C=C(C1)Cl)S(=O)(=O)N(C=1C=C2CCN(C2=CC1)C(NC)=O)CP(OCC)(OCC)=O (diethyl {[(3,5-dichloro-phenylsulphonyl)-(1-methylcarbamoyl-2,3-dihydro-1H-indol-5-yl)-amino]-methyl}-phosphonate). RXN SMILES: [Cl:1][C:2]1[CH:3]=[C:4]([S:9]([N:12]([CH2:22][P:23](=[O:30])([O:27][CH2:28][CH3:29])[O:24][CH2:25][CH3:26])[C:13]2[CH:14]=[C:15]3[C:19](=[CH:20][CH:21]=2)[NH:18][CH2:17][CH2:16]3)(=[O:11])=[O:10])[CH:5]=[C:6]([Cl:8])[CH:7]=1.[CH:31]([N:34]([CH2:38]C)C(C)C)(C)C.C(Cl)(Cl)=[O:41].CN>ClCCl.C1(C)C=CC=CC=1.O1CCCC1.Cl>[Cl:1][C:2]1[CH:3]=[C:4]([S:9]([N:12]([CH2:22][P:23](=[O:30])([O:24][CH2:25][CH3:26])[O:27][CH2:28][CH3:29])[C:13]2[CH:14]=[C:15]3[C:19](=[CH:20][CH:21]=2)[N:18]([C:38](=[O:41])[NH:34][CH3:31])[CH2:17][CH2:16]3)(=[O:10])=[O:11])[CH:5]=[C:6]([Cl:8])[CH:7]=1. Procedure details: 1.27 g diethyl {[(3,5-dichloro-phenylsulphonyl)-(2,3-dihydro-1H-indol-5-yl)-amino]-methyl}-phosphonate are dissolved in 10 ml dichloromethane and cooled to 0° C. To this are added 410 μl N,N-diisopropyl-ethylamine and 6.8 ml of a 20% solution of phosgene in toluene. The mixture is left for 1 hour with stirring and then the solvents are eliminated in a nitrogen current. The residue is taken up in 40 ml of tetrahydrofuran, 6.45 ml of a 2 M solution of methylamine in tetrahydrofuran are added and t... The reactants are O=C([O-])O, COC(=O)C(Cc1ccc2[nH]c(=O)oc2c1)NC(=O)OCc1ccccc1, CO, CCOC(C)=O, Cc1ccccc1, CCO, O=CO, [Na+]. The product is COC(=O)C(N)Cc1ccc2[nH]c(=O)oc2c1. RXN SMILES: [C:28](=[O:29])([OH:30])[O-:31].[CH3:1][O:2][C:3]([CH:4]([CH2:5][c:6]1[cH:7][c:8]2[c:9]([nH:10][c:11](=[O:13])[o:12]2)[cH:14][cH:15]1)[NH:16][C:17]([O:18][CH2:19][c:20]1[cH:21][cH:22][cH:23][cH:24][cH:25]1)=[O:26])=[O:27].[CH3:36][OH:37].[CH3:38][CH2:39][O:40][C:41](=[O:42])[CH3:43].[CH3:44][c:45]1[cH:46][cH:47][cH:48][cH:49][cH:50]1.[CH3:51][CH2:52][OH:53].[CH:33]([OH:34])=[O:35].[Na+:32]>>[CH3:1][O:2][C:3]([CH:4]([CH2:5][c:6]1[cH:7][c:8]2[c:9]([nH:10][c:11](=[O:13])[o:12]2)[cH:14][cH:15]1)[NH2:16])=[O:27]. The reactants are O=C=NCc1ccccc1, COC(=O)c1ccc(C)cc1Oc1ccc(CNCCCc2cccc(C)c2)cc1. Product: COC(=O)c1ccc(C)cc1Oc1ccc(CN(CCCc2cccc(C)c2)C(=O)NCc2ccccc2)cc1. Reaction SMILES: [CH2:1]([c:2]1[cH:3][cH:4][cH:5][cH:6][cH:7]1)[N:8]=[C:9]=[O:10].[CH3:11][O:12][C:13]([c:14]1[c:15]([O:21][c:22]2[cH:23][cH:24][c:25]([CH2:28][NH:29][CH2:30][CH2:31][CH2:32][c:33]3[cH:34][c:35]([CH3:39])[cH:36][cH:37][cH:38]3)[cH:26][cH:27]2)[cH:16][c:17]([CH3:20])[cH:18][cH:19]1)=[O:40]>>[CH2:1]([c:2]1[cH:3][cH:4][cH:5][cH:6][cH:7]1)[NH:8][C:9](=[O:10])[N:29]([CH2:28][c:25]1[cH:24][cH:23][c:22]([O:21][c:15]2[c:14]([C:13]([O:12][CH3:11])=[O:40])[cH:19][cH:18][c:17]([CH3:20])[cH:16]2)[cH:27][cH:26]1)[CH2:30][CH2:31][CH2:32][c:33]1[cH:34][c:35]([CH3:39])[cH:36][cH:37][cH:38]1. Reactants: C(C)S (ethanethiol), O=C1SC[C@H](N1CC1=CC=CC=C1)C(=O)O ((4R)-2-oxo-3-benzylthiazolidin-4-carboxylic acid), C1(CCCCC1)N=C=NC1CCCCC1 (dicyclohexylcarbodiimide). Reagents/catalysts: CN(C1=CC=NC=C1)C (4-dimethylaminopyridine). Run in C(C)#N (acetonitrile). Conditions: time 2 hour. The product is C(C)C(=S)[C@H]1N(C(SC1)=O)CC1=CC=CC=C1 ((4S)-4-ethylthiocarbonyl-3-benzylthiazolidin-2-one). Reaction SMILES: [O:1]=[C:2]1[N:6]([CH2:7][C:8]2[CH:13]=[CH:12][CH:11]=[CH:10][CH:9]=2)[C@H:5]([C:14](O)=O)[CH2:4][S:3]1.C1(N=C=N[CH:26]2[CH2:31]CCCC2)CCCCC1.C([SH:34])C>C(#N)C.CN(C)C1C=CN=CC=1>[CH2:31]([C:14]([C@@H:5]1[CH2:4][S:3][C:2](=[O:1])[N:6]1[CH2:7][C:8]1[CH:13]=[CH:12][CH:11]=[CH:10][CH:9]=1)=[S:34])[CH3:26]. Procedure: In 200 ml of acetonitrile was dissolved 10 g of (4R)-2-oxo-3-benzylthiazolidin-4-carboxylic acid, and 9.2 g of dicyclohexylcarbodiimide was added to the solution under room temperature. Subsequently, to the solution were added 3.3 ml of ethanethiol, and 670 mg of 4-dimethylaminopyridine in this order under ice-cooling, and the mixture was stirred at room temperature for 2 hours. Insoluble material was filtered off, and the filtrate was concentrated under reduced pressure. The residue was purifie... Reactants: C(CCl)Cl (EDC), NC1=C(C=CC(=C1)OC1=NC(=NC=C1)NC)O (2-Amino-4-(2-methylamino-pyrimidin-4-yloxy)-phenol), ClC1=C(CN2CCN(CC2)C)C=C(C=C1)N=C=S (1-(2-chloro-5-isothiocyanato-benzyl)-4-methyl-piperazine). The solvent is CC#N (CH3CN), CC#N (CH3CN), CC#N (CH3CN). Reaction conditions: time 18 hour. Yields the product ClC1=C(C=C(C=C1)NC=1OC2=C(N1)C=C(C=C2)OC2=CC(=NC=C2)NC)CN2CCN(CC2)C ([4-Chloro-3-(4-methyl-piperazin-1-ylmethyl)-phenyl]-[5-(2-methylamino-pyridin-4-yloxy)-benzoxazol-2-yl]-amine). As a reaction SMILES: [NH2:1][C:2]1[CH:7]=[C:6]([O:8][C:9]2[CH:14]=[CH:13][N:12]=[C:11]([NH:15][CH3:16])N=2)[CH:5]=[CH:4][C:3]=1[OH:17].[Cl:18][C:19]1[CH:32]=[CH:31][C:30]([N:33]=[C:34]=S)=[CH:29][C:20]=1[CH2:21][N:22]1[CH2:27][CH2:26][N:25]([CH3:28])[CH2:24][CH2:23]1.[CH2:36](Cl)CCl>CC#N>[Cl:18][C:19]1[CH:32]=[CH:31][C:30]([NH:33][C:34]2[O:17][C:3]3[CH:4]=[CH:5][C:6]([O:8][C:9]4[CH:14]=[CH:13][N:12]=[C:11]([NH:15][CH3:16])[CH:36]=4)=[CH:7][C:2]=3[N:1]=2)=[CH:29][C:20]=1[CH2:21][N:22]1[CH2:27][CH2:26][N:25]([CH3:28])[CH2:24][CH2:23]1. Reported procedure: To a solution of 2-amino-4-(2-methylamino-pyrimidin-4-yloxy)-phenol (Step E, 0.143 g, 0.616 mmol) in 30 mL CH3CN was added dropwise over 5 min a solution 1-(2-chloro-5-isothiocyanato-benzyl)-4-methyl-piperazine (0.174 g, 0.616 mmol) in 10 mL CH3CN. The reaction was stirred 18 h at RT. The reaction was diluted with 10 mL CH3CN, then EDC (0.118 g, 0.616 mmol) was added. The reaction was heated at 80° C. for 3 h. The reaction was cooled to RT then concentrated in vacuo. The crude mix was dissolved ...